The task is: describe an organic reaction: reactants, conditions, products, and yield. This data is from the Open Reaction Database (ORD), a public repository of structured organic reaction records. Reactants: BrC1=CC2=NC=CC(=C2S1)OC1=C(C=C(C=C1)[N+](=O)[O-])F (2-Bromo-7-(2-fluoro-4-nitro-phenoxy)-thieno[3,2-b]pyridine), [NH4+].[Cl-] (NH4Cl), O (water). Reagents/catalysts: [Fe] (Fe). Run in CCO (EtOH). Conditions: time 40 minute. Yields the product BrC1=CC2=NC=CC(=C2S1)OC1=C(C=C(C=C1)N)F (4-(2-Bromothieno[3,2-b]pyridin-7-yloxy)-3-fluorobenzenamine). Yield: 91.3%. As a reaction SMILES: [Br:1][C:2]1[S:10][C:9]2[C:4](=[N:5][CH:6]=[CH:7][C:8]=2[O:11][C:12]2[CH:17]=[CH:16][C:15]([N+:18]([O-])=O)=[CH:14][C:13]=2[F:21])[CH:3]=1.[NH4+].[Cl-].O>CCO.[Fe]>[Br:1][C:2]1[S:10][C:9]2[C:4](=[N:5][CH:6]=[CH:7][C:8]=2[O:11][C:12]2[CH:17]=[CH:16][C:15]([NH2:18])=[CH:14][C:13]=2[F:21])[CH:3]=1 |f:1.2|. Procedure: To a mixture of compound 50 (1.0 g, 2.96 mmol) and NH4Cl (46 mg, 0.86 mmol) in EtOH (29 mL)/water (15 mL) at 100° C., Fe (1.4 g, 25.15 mmol) was added in one portion and the mixture was refluxed with vigorous stirring for 40 min. The mixture was filtered through Celite®, the Celite® washed with EtOH and the combined filtrate concentrated under reduced pressure. The residue was suspended in EtOAc, washed with water; the organic phase was dried over anhydrous Na2SO4 and evaporated affording title ... Starting materials: C(C)(C)(C)OC(NC(C(=O)C1=CC=C(C=C1)O)C1=CC=C(C=C1)Cl)=O (rac-[1-(4-chloro-phenyl)-2-(4-hydroxy-phenyl)-2-oxo-ethyl]-carbamic acid tert-butyl ester), C(C)(C)O (isopropanol). The product is C(C)(C)(C)OC(NC(C(=O)C1=CC=C(C=C1)OC(C)C)C1=CC=C(C=C1)Cl)=O (rac-[1-(4-Chloro-phenyl)-2-(4-isopropoxy-phenyl)-2-oxo-ethyl]-carbamic acid tert-butyl ester). RXN SMILES: [C:1]([O:5][C:6](=[O:25])[NH:7][CH:8]([C:18]1[CH:23]=[CH:22][C:21]([Cl:24])=[CH:20][CH:19]=1)[C:9]([C:11]1[CH:16]=[CH:15][C:14]([OH:17])=[CH:13][CH:12]=1)=[O:10])([CH3:4])([CH3:3])[CH3:2].[CH:26](O)([CH3:28])[CH3:27]>>[C:1]([O:5][C:6](=[O:25])[NH:7][CH:8]([C:18]1[CH:19]=[CH:20][C:21]([Cl:24])=[CH:22][CH:23]=1)[C:9]([C:11]1[CH:16]=[CH:15][C:14]([O:17][CH:26]([CH3:28])[CH3:27])=[CH:13][CH:12]=1)=[O:10])([CH3:4])([CH3:2])[CH3:3]. Procedure details: The title compound was prepared from rac-[1-(4-chloro-phenyl)-2-(4-hydroxy-phenyl)-2-oxo-ethyl]-carbamic acid tert-butyl ester and isopropanol in analogy to Example 9c): MS (ISP): 404.4 (M+H)+. The reactants are C(C)(C)(C)OC(=O)N1C=C(C2=CC=CC=C12)CBr (N-t-butoxycarbonyl-3-bromomethylindole), COC([C@@H]1N(C(C(C1)O[Si](C)(C)C(C)(C)C)=O)C(=O)OC(C)(C)C)=O (N-t-butoxycarbonyl-4-t-butyldimethylsilyloxy-D-pyro-glutamic acid methyl ester), C[Si](N[Si](C)(C)C)(C)C.[Li] (LHMDS), [Cl-].[NH4+] (ammonium chloride). Solvent: O1CCCC1 (THF), C(C)(=O)OCC (ethyl acetate), O1CCCC1 (THF). Conditions: temperature -78 celsius, time 2 hour. Product: COC([C@@H]1N(C([C@](C1)(CC1=CN(C2=CC=CC=C12)C(=O)OC(C)(C)C)O[Si](C)(C)C(C)(C)C)=O)C(=O)OC(C)(C)C)=O (N-t-butoxycarbonyl-(4R)-4-t-butyldimethylsilyloxy-4-(N-t-butoxycarbonyl-3-indolylmethyl)-D-pyroglutamic acid methyl ester). The yield is 51.5%. Reaction SMILES: [CH3:1][O:2][C:3](=[O:25])[C@H:4]1[CH2:8][CH:7]([O:9][Si:10]([C:13]([CH3:16])([CH3:15])[CH3:14])([CH3:12])[CH3:11])[C:6](=[O:17])[N:5]1[C:18]([O:20][C:21]([CH3:24])([CH3:23])[CH3:22])=[O:19].C[Si](C)(C)N[Si](C)(C)C.[Li].[C:36]([O:40][C:41]([N:43]1[C:51]2[C:46](=[CH:47][CH:48]=[CH:49][CH:50]=2)[C:45]([CH2:52]Br)=[CH:44]1)=[O:42])([CH3:39])([CH3:38])[CH3:37].[Cl-].[NH4+]>O1CCCC1.C(OCC)(=O)C>[CH3:1][O:2][C:3](=[O:25])[C@H:4]1[CH2:8][C@:7]([O:9][Si:10]([C:13]([CH3:16])([CH3:14])[CH3:15])([CH3:12])[CH3:11])([CH2:52][C:45]2[C:46]3[C:51](=[CH:50][CH:49]=[CH:48][CH:47]=3)[N:43]([C:41]([O:40][C:36]([CH3:39])([CH3:38])[CH3:37])=[O:42])[CH:44]=2)[C:6](=[O:17])[N:5]1[C:18]([O:20][C:21]([CH3:24])([CH3:23])[CH3:22])=[O:19] |f:1.2,4.5,^1:34|. Procedure details: 1.45 g (3.9 mmol) of the above N-t-butoxycarbonyl-4-t-butyldimethylsilyloxy-D-pyro-glutamic acid methyl ester were dissolved in 15 ml of anhydrous THF (tetrahydrofuran) in an atmosphere of argon gas. The resulting solution was cooled to −78° C., 2.8 ml (4.8 mmol; 1.7 mM/ml) of LHMDS (lithium hexamethyldisilazane) were added to it, and the mixture was stirred for an hour. A solution obtained by dissolving 1.30 g (4.2 mmol) of N-t-butoxycarbonyl-3-bromomethylindole in 4 ml of THF was added dropwis...